The task is: describe an organic reaction: reactants, conditions, products, and yield. This data is from the Open Reaction Database (ORD), a public repository of structured organic reaction records. Reactants: [Li]CCCC, C=O, C1CCOC1, COc1ccc(CCCC(=O)O)cc1, CCOC(C)=O, CC(C)[N-]C(C)C, CC(C)NC(C)C, Cl, [Li+]. The product is COc1ccc(CCC(CO)C(=O)O)cc1. Reaction SMILES: [CH2:16]([Li:17])[CH2:18][CH2:19][CH3:20].[CH2:35]=[O:36].[CH2:38]1[O:39][CH2:40][CH2:41][CH2:42]1.[CH3:21][O:22][c:23]1[cH:24][cH:25][c:26]([CH2:29][CH2:30][CH2:31][C:32](=[O:33])[OH:34])[cH:27][cH:28]1.[CH3:43][CH2:44][O:45][C:46](=[O:47])[CH3:48].[CH:1]([N-:2][CH:3]([CH3:4])[CH3:5])([CH3:6])[CH3:7].[CH:9]([NH:10][CH:11]([CH3:12])[CH3:13])([CH3:14])[CH3:15].[ClH:37].[Li+:8]>>[CH3:21][O:22][c:23]1[cH:24][cH:25][c:26]([CH2:29][CH2:30][CH:31]([C:32](=[O:33])[OH:34])[CH2:35][OH:36])[cH:27][cH:28]1. Reactants: O=C1NCCNC1 (2-oxopiperazine), S(=O)(=O)(N)N (sulfamide). The product is O=C1CN(CCN1)S(=O)(=O)N (3-Oxopiperazine-1-sulfonamide). RXN SMILES: [O:1]=[C:2]1[CH2:7][NH:6][CH2:5][CH2:4][NH:3]1.[S:8](N)([NH2:11])(=[O:10])=[O:9]>>[O:1]=[C:2]1[NH:3][CH2:4][CH2:5][N:6]([S:8]([NH2:11])(=[O:10])=[O:9])[CH2:7]1. Reported procedure: The subtitle compound was prepared according to the procedure outlined in Example 62 step i) using 2-oxopiperazine (0.5 g) and sulfamide (0.45 g) to give a beige solid. Yield: 0.83 g. Reactants: stannic chloride, [N+](=O)([O-])C (nitromethane), B(F)(F)F (boron trifluoride), [Cl-].[Cl-].[Cl-].[Al+3] (aluminum trichloride), ( a ), C(C1=CC=CC=C1)SC=1C=C(C=O)C=CC1C(=O)Cl (3-benzylmercapto-4-chlorocarbonyl benzaldehyde). Run in C(Cl)(Cl)(Cl)Cl (carbon tetrachloride), C(Cl)(Cl)Cl (chloroform). Yields the product [N+](=O)([O-])C1=CC=CC=C1 (nitrobenzene), [N+](=O)([O-])C1=C(C=CC=C1)C (nitrotoluene), [Cl-] (chloride), ClC(C)Cl (dichloroethane), ( 1 ). Reaction SMILES: [CH2:1](SC1C=C(C=C[C:16]=1[C:17]([Cl:19])=O)C=O)[C:2]1[CH:7]=[CH:6][CH:5]=[CH:4][CH:3]=1.[Cl-:20].[Cl-].[Cl-].[Al+3].B(F)(F)F.[N+:28](C)([O-:30])=[O:29]>C(Cl)(Cl)(Cl)Cl.C(Cl)(Cl)Cl>[N+:28]([C:2]1[CH:7]=[CH:6][CH:5]=[CH:4][CH:3]=1)([O-:30])=[O:29].[N+:28]([C:3]1[CH:4]=[CH:5][CH:6]=[CH:7][C:2]=1[CH3:1])([O-:30])=[O:29].[Cl-:19].[Cl:20][CH:17]([Cl:19])[CH3:16] |f:1.2.3.4|. Procedure details: The compound of formula (a), 3-benzylmercapto-4-chlorocarbonyl benzaldehyde, prepared according to the procedure set forth in the Preparation below, is cyclized with a Lewis acid, e.g., aluminum trichloride, stannic chloride, boron trifluoride, and the like, in the presence of an inert organic solvent, e.g., nitromethane, nitrobenzene, nitrotoluene, methylene, chloride, chloroform, carbon tetrachloride, dichloroethane, and the like, or mixtures thereof, at a temperature of from about 0° to about... Starting materials: C(C)OC(=O)C1=CN(C2=NC(=C(C=C2C1=O)F)N1CC2=CC=C(C=C2C1)CNC(C)=O)C1CC1 (7-(5-acetamidomethyl-2-isoindolinyl)-1- cyclopropyl-6-fluoro-1,4-dihydro-4-oxo-1,8-naphthyridine-3-carboxylic acid ethyl ester), Cl (hydrochloric acid). The solvent is C(C)O (ethanol). Yields the product Cl.NCC=1C=C2CN(CC2=CC1)C1=C(C=C2C(C(=CN(C2=N1)C1CC1)C(=O)O)=O)F (7-(5-aminomethyl-2-isoindolinyl)-1-cyclopropyl-6-fluoro-1,4-dihydro-4-oxo-1,8-naphthyridine-3-carboxylic acid hydrochloride salt). Reaction SMILES: C([O:3][C:4]([C:6]1[C:15](=[O:16])[C:14]2[C:9](=[N:10][C:11]([N:18]3[CH2:26][C:25]4[C:20](=[CH:21][CH:22]=[C:23]([CH2:27][NH:28]C(=O)C)[CH:24]=4)[CH2:19]3)=[C:12]([F:17])[CH:13]=2)[N:8]([CH:32]2[CH2:34][CH2:33]2)[CH:7]=1)=[O:5])C.[ClH:35]>C(O)C>[ClH:35].[NH2:28][CH2:27][C:23]1[CH:24]=[C:25]2[C:20](=[CH:21][CH:22]=1)[CH2:19][N:18]([C:11]1[N:10]=[C:9]3[C:14]([C:15](=[O:16])[C:6]([C:4]([OH:5])=[O:3])=[CH:7][N:8]3[CH:32]3[CH2:34][CH2:33]3)=[CH:13][C:12]=1[F:17])[CH2:26]2 |f:3.4|. Procedure details: 80 mg of 7-(5-acetamidomethyl-2-isoindolinyl)-1- cyclopropyl-6-fluoro-1,4-dihydro-4-oxo-1,8-naphthyridine-3-carboxylic acid ethyl ester was dissolved in a mixture of 10 ml of 10% hydrochloric acid and 10 ml of ethanol. The mixture was heated under reflux for 24 hours. The precipitates deposited were collected by filtration and washed with water and ethanol in this order to obtain 68 mg of 7-(5-aminomethyl-2-isoindolinyl)-1-cyclopropyl-6-fluoro-1,4-dihydro-4-oxo-1,8-naphthyridine-3-carboxylic aci... Reactants: CCOC(=O)Cl, Cl, NCCc1ccc(O)cc1, [Na+], C1CCOC1, [OH-], O. Product: CCOC(=O)NCCc1ccc(O)cc1. As a reaction SMILES: [Cl:1][C:2](=[O:3])[O:4][CH2:5][CH3:6].[ClH:19].[NH2:7][CH2:8][CH2:9][c:10]1[cH:11][cH:12][c:13]([OH:14])[cH:15][cH:16]1.[Na+:18].[O:20]1[CH2:21][CH2:22][CH2:23][CH2:24]1.[OH-:17].[OH2:25]>>[C:2](=[O:3])([O:4][CH2:5][CH3:6])[NH:7][CH2:8][CH2:9][c:10]1[cH:11][cH:12][c:13]([OH:14])[cH:15][cH:16]1.